From a dataset of the Open Reaction Database (ORD), a public repository of structured organic reaction records. describe an organic reaction: reactants, conditions, products, and yield Reactants: CC(C)C(=O)Nc1cccc(C2CCNCC2)c1, O=C(CCCCCl)c1cccc([N+](=O)[O-])c1, [K+], [K+], O=C([O-])[O-]. The product is CC(C)C(=O)Nc1cccc(C2CCN(CCCCC(=O)c3cccc([N+](=O)[O-])c3)CC2)c1. Reaction SMILES: [CH3:23][CH:24]([C:25](=[O:26])[NH:27][c:28]1[cH:29][c:30]([CH:34]2[CH2:35][CH2:36][NH:37][CH2:38][CH2:39]2)[cH:31][cH:32][cH:33]1)[CH3:40].[Cl:7][CH2:8][CH2:9][CH2:10][CH2:11][C:12](=[O:13])[c:14]1[cH:15][c:16]([N+:20](=[O:21])[O-:22])[cH:17][cH:18][cH:19]1.[K+:1].[K+:2].[O-:3][C:4]([O-:5])=[O:6]>>[CH2:8]([CH2:9][CH2:10][CH2:11][C:12](=[O:13])[c:14]1[cH:15][c:16]([N+:20](=[O:21])[O-:22])[cH:17][cH:18][cH:19]1)[N:37]1[CH2:36][CH2:35][CH:34]([c:30]2[cH:29][c:28]([NH:27][C:25]([CH:24]([CH3:23])[CH3:40])=[O:26])[cH:33][cH:32][cH:31]2)[CH2:39][CH2:38]1.